Dataset: the Open Reaction Database (ORD), a public repository of structured organic reaction records. Task: describe an organic reaction: reactants, conditions, products, and yield The reactants are C(Cl)Cl (methylene chloride), SC1=NC2=C(N1C)C=CC=C2 (2-mercapto-1-methyl-1H-benzimidazole), BrC(C(=O)O)C1=CC=C(C=C1)Cl (α-bromo-(p-chlorophenyl)acetic acid). The solvent is C(C)N(CC)CC (triethylamine). Product: ClC1=CC=C(C=C1)C(C(=O)O)SC1=NC2=C(N1C)C=CC=C2 (4-Chloro-α-[(1-methyl-1H-benzimidazol-2-yl)thio]-benzeneacetic acid). The yield is 41.0%. RXN SMILES: C(Cl)Cl.[SH:4][C:5]1[N:9]([CH3:10])[C:8]2[CH:11]=[CH:12][CH:13]=[CH:14][C:7]=2[N:6]=1.Br[CH:16]([C:20]1[CH:25]=[CH:24][C:23]([Cl:26])=[CH:22][CH:21]=1)[C:17]([OH:19])=[O:18]>C(N(CC)CC)C>[Cl:26][C:23]1[CH:22]=[CH:21][C:20]([CH:16]([S:4][C:5]2[N:9]([CH3:10])[C:8]3[CH:11]=[CH:12][CH:13]=[CH:14][C:7]=3[N:6]=2)[C:17]([OH:19])=[O:18])=[CH:25][CH:24]=1. Procedure details: A methylene chloride solution of 3.3 g (0.02M) of 2-mercapto-1-methyl-1H-benzimidazole, 5.0 g (0.02M) of α-bromo-(p-chlorophenyl)acetic acid and 4.0 g (0.04M) of triethylamine is heated to reflux overnight. The reaction mixture is neutralized with a diluted HCL solution. The layers are separated and the organic layer is dried over anhydrous magnesium sulfate. After removal of methylene chloride the residue is recrystallized from acetonitrile. The recrystallized material weighs 4.1 g (41% yield) ... The reactants are ClC(=O)CC(CC(=O)OC(COC(CCCCCCCCCCCCCCC)=O)COC(CCCCCCCCCCCCCCC)=O)(C)C (2-hexadecanoyloxy-1-(hexadecanoyloxymethyl)ethyl 4-chloroformyl-3,3-dimethylbutyrate), C1=CC(=C(C=C1Cl)O)OC=2C=CC(=CC2Cl)Cl (triclosan), N1=CC=CC=C1 (pyridine). Run in C(Cl)Cl (methylene chloride). Reaction conditions: time 3 hour. Product: C(CCCCCCCCCCCCCCC)(=O)OCC(OC(=O)CC(CC(=O)OC1=C(C=CC(=C1)Cl)OC1=C(C=C(C=C1)Cl)Cl)(C)C)COC(CCCCCCCCCCCCCCC)=O (5-chloro-2-(2,4-dichlorophenoxy)phenyl 4-[2-hexadecanoyloxy-1-(hexadecanoyloxymethyl)ethoxycarbonyl]-3,3-dimethylbutyrate). Reaction SMILES: Cl[C:2]([CH2:4][C:5]([CH3:50])([CH3:49])[CH2:6][C:7]([O:9][CH:10]([CH2:30][O:31][C:32](=[O:48])[CH2:33][CH2:34][CH2:35][CH2:36][CH2:37][CH2:38][CH2:39][CH2:40][CH2:41][CH2:42][CH2:43][CH2:44][CH2:45][CH2:46][CH3:47])[CH2:11][O:12][C:13](=[O:29])[CH2:14][CH2:15][CH2:16][CH2:17][CH2:18][CH2:19][CH2:20][CH2:21][CH2:22][CH2:23][CH2:24][CH2:25][CH2:26][CH2:27][CH3:28])=[O:8])=[O:3].[CH:51]1[C:56]([Cl:57])=[CH:55][C:54]([OH:58])=[C:53]([O:59][C:60]2[CH:61]=[CH:62][C:63]([Cl:67])=[CH:64][C:65]=2[Cl:66])[CH:52]=1.N1C=CC=CC=1>C(Cl)Cl>[C:32]([O:31][CH2:30][CH:10]([CH2:11][O:12][C:13](=[O:29])[CH2:14][CH2:15][CH2:16][CH2:17][CH2:18][CH2:19][CH2:20][CH2:21][CH2:22][CH2:23][CH2:24][CH2:25][CH2:26][CH2:27][CH3:28])[O:9][C:7]([CH2:6][C:5]([CH3:49])([CH3:50])[CH2:4][C:2]([O:58][C:54]1[CH:55]=[C:56]([Cl:57])[CH:51]=[CH:52][C:53]=1[O:59][C:60]1[CH:61]=[CH:62][C:63]([Cl:67])=[CH:64][C:65]=1[Cl:66])=[O:3])=[O:8])(=[O:48])[CH2:33][CH2:34][CH2:35][CH2:36][CH2:37][CH2:38][CH2:39][CH2:40][CH2:41][CH2:42][CH2:43][CH2:44][CH2:45][CH2:46][CH3:47]. Procedure: A mixture of 2-hexadecanoyloxy-1-(hexadecanoyloxymethyl)ethyl 4-chloroformyl-3,3-dimethylbutyrate (F) (1.5 g.), triclosan (0.4 g.) and pyridine (0.17 ml.) in methylene chloride (35 ml.) was stirred at 0°-5° C. for 3 hours and then allowed to attain ambient temperature during 45 hours. The methylene chloride was evaporated and replaced by ether (50 ml.). The mixture obtained was washed successively with water (3×20 ml.), 2M hydrochloric acid (25 ml.), saturated sodium hydrogen carbonate solution ... Reactants: O=C(n1ccnc1)n1ccnc1, NCCCCN1CCC(=C2c3ccccc3CSc3ccccc32)CC1, O=C(O)CCCCc1cccnc1. Yields the product O=C(CCCCc1cccnc1)NCCCCN1CCC(=C2c3ccccc3CSc3ccccc32)CC1. As a reaction SMILES: [C:14]([n:15]1[cH:16][cH:17][n:18][cH:19]1)([n:20]1[cH:21][cH:22][n:23][cH:24]1)=[O:25].[cH:26]1[cH:27][cH:28][cH:29][c:30]2[c:36]1[C:35](=[C:37]1[CH2:38][CH2:39][N:40]([CH2:43][CH2:44][CH2:45][CH2:46][NH2:47])[CH2:41][CH2:42]1)[c:34]1[c:33]([cH:51][cH:50][cH:49][cH:48]1)[CH2:32][S:31]2.[n:1]1[cH:2][c:3]([CH2:7][CH2:8][CH2:9][CH2:10][C:11](=[O:12])[OH:13])[cH:4][cH:5][cH:6]1>>[n:1]1[cH:2][c:3]([CH2:7][CH2:8][CH2:9][CH2:10][C:11](=[O:13])[NH:47][CH2:46][CH2:45][CH2:44][CH2:43][N:40]2[CH2:39][CH2:38][C:37](=[C:35]3[c:34]4[c:33]([cH:51][cH:50][cH:49][cH:48]4)[CH2:32][S:31][c:30]4[cH:29][cH:28][cH:27][cH:26][c:36]43)[CH2:42][CH2:41]2)[cH:4][cH:5][cH:6]1. The reactants are C(=O)C=1C=C(C(=O)OC)C=CC1NS(=O)(=O)C (Methyl 3-formyl-4-[(methylsulfonyl)amino]benzoate), [N+](=O)(O)[O-] (nitric acid). The solvent is O (water). Run at time 1 hour. Yields the product C(=O)C=1C=C(C(=O)OC)C=C(C1NS(=O)(=O)C)[N+](=O)[O-] (methyl 3-formyl-4-[(methylsulfonyl)amino]-5-nitrobenzoate). Yield: 55.3%. Reaction SMILES: [CH:1]([C:3]1[CH:4]=[C:5]([CH:10]=[CH:11][C:12]=1[NH:13][S:14]([CH3:17])(=[O:16])=[O:15])[C:6]([O:8][CH3:9])=[O:7])=[O:2].[N+:18]([O-])([OH:20])=[O:19]>O>[CH:1]([C:3]1[CH:4]=[C:5]([CH:10]=[C:11]([N+:18]([O-:20])=[O:19])[C:12]=1[NH:13][S:14]([CH3:17])(=[O:15])=[O:16])[C:6]([O:8][CH3:9])=[O:7])=[O:2]. Reported procedure: Methyl 3-formyl-4-[(methylsulfonyl)amino]benzoate (3.85 g, 0.015 mol) was added portionwise to fuming nitric acid (45 mL) at 5°-10° C. over 0.25 h. The mixture was further stirred for 1.0 h at room temperature and then poured into cold water (200 mL). The yellow precipitate was collected by filtration and washed several times with cold water. The cake was recrystallized from ethyl acetate-hexane to give 2.5 g (55.3%) of methyl 3-formyl-4-[(methylsulfonyl)amino]-5-nitrobenzoate as light yellow ne... The reactants are ClC1=NC(=NC(=C1)Cl)C1=CC=CC=C1 (4,6-Dichloro-2-phenylpyrimidine), C(C)(=O)NCCN (N-acetylethylenediamine), C(C)(C)N(C(C)C)CC (N,N-diisopropylethylamine). Solvent: C(CC)O (propan-1-ol). Product: ClC1=CC(=NC(=N1)C1=CC=CC=C1)NCCNC(C)=O (N-{2-[(6-Chloro-2-phenylpyrimidin-4-yl)amino]ethyl}acetamide). Yield: 94.0%. Reaction SMILES: Cl[C:2]1[CH:7]=[C:6]([Cl:8])[N:5]=[C:4]([C:9]2[CH:14]=[CH:13][CH:12]=[CH:11][CH:10]=2)[N:3]=1.[C:15]([NH:18][CH2:19][CH2:20][NH2:21])(=[O:17])[CH3:16].C(N(CC)C(C)C)(C)C>C(O)CC>[Cl:8][C:6]1[N:5]=[C:4]([C:9]2[CH:14]=[CH:13][CH:12]=[CH:11][CH:10]=2)[N:3]=[C:2]([NH:21][CH2:20][CH2:19][NH:18][C:15](=[O:17])[CH3:16])[CH:7]=1. Procedure details: 4,6-Dichloro-2-phenylpyrimidine (3) (5.59 g), N-acetylethylenediamine (2.79 g) and N,N-diisopropylethylamine (3.53 g) were added to propan-1-ol (50 ml). A calcium drying tube was fitted and the resulting suspension heated to reflux for 34 hrs, then left to cool to ambient temperature. The resulting solution was evaporated in vacuo onto silica gel (40 g) and purified by flash chromatography eluting with ethyl acetate then a mixture of ethyl acetate and methanol (10:1 v/v) to furnish the title com... RXN SMILES: [CH3:26][O:27][c:28]1[cH:29][cH:30][c:31]([P:32]2(=[S:35])[S:33][P:34]([c:36]3[cH:37][cH:38][c:39]([O:40][CH3:41])[cH:42][cH:43]3)(=[S:44])[S:45]2)[cH:46][cH:47]1.[CH3:48][CH2:49][O:50][C:51](=[O:52])[CH3:53].[CH:1]([CH3:2])([CH3:3])[O:4][C:5](=[O:6])[c:7]1[n:8][cH:9][c:10]2[nH:11][c:12]3[cH:13][cH:14][c:15]([NH:22][C:23]([CH3:24])=[O:25])[cH:16][c:17]3[c:18]2[c:19]1[CH2:20][CH3:21].[O:54]1[CH2:55][CH2:56][O:57][CH2:58][CH2:59]1>>[CH:1]([CH3:2])([CH3:3])[O:4][C:5](=[O:6])[c:7]1[n:8][cH:9][c:10]2[nH:11][c:12]3[cH:13][cH:14][c:15]([NH:22][C:23]([CH3:24])=[S:35])[cH:16][c:17]3[c:18]2[c:19]1[CH2:20][CH3:21]. Starting materials: COc1ccc(P2(=S)SP(=S)(c3ccc(OC)cc3)S2)cc1, CCOC(C)=O, CCc1c(C(=O)OC(C)C)ncc2[nH]c3ccc(NC(C)=O)cc3c12, C1COCCO1. Yields the product CCc1c(C(=O)OC(C)C)ncc2[nH]c3ccc(NC(C)=S)cc3c12. Reaction SMILES: [CH2:4]([CH:6]([C:5]([O-:7])=[O:8])[CH:10]1[CH2:11][NH:12][C:13](=[O:22])[c:14]2[n:15]1[cH:16][c:17]([N+:19](=[O:20])[O-:21])[cH:18]2)[CH3:9].[Li+:2].[O:24]1[CH2:25][CH2:26][CH2:27][CH2:28]1.[OH-:1].[OH2:23].[OH2:3]>>[O:1]=[C:6]([OH:3])[CH:10]1[CH2:11][NH:12][C:13](=[O:22])[c:14]2[n:15]1[cH:16][c:17]([N+:19](=[O:20])[O-:21])[cH:18]2. Yields the product O=C1NCC(C(=O)O)n2cc([N+](=O)[O-])cc21. Starting materials: CCC(C(=O)[O-])C1CNC(=O)c2cc([N+](=O)[O-])cn21, [Li+], C1CCOC1, [OH-], O, O. Reactants: CC1=NN=C(S1)N=C=O (5-methyl-1,3,4-thiadiazol-2-yl isocyanate), diethyl acetal, C(C#C)NCC=O (2-propargylaminoacetaldehyde). The solvent is C1=CC=CC=C1 (benzene), C1=CC=CC=C1 (benzene). Yields the product diethyl acetal, C(C#C)N(C(=O)NC=1SC(=NN1)C)CC=O (2-[1-propargyl-3-(5-methyl-1,3,4-thiadiazol-2-yl)ureido]acetaldehyde). As a reaction SMILES: [CH3:1][C:2]1[S:6][C:5]([N:7]=[C:8]=[O:9])=[N:4][N:3]=1.[CH2:10]([NH:13][CH2:14][CH:15]=[O:16])[C:11]#[CH:12]>C1C=CC=CC=1>[CH2:10]([N:13]([CH2:14][CH:15]=[O:16])[C:8]([NH:7][C:5]1[S:6][C:2]([CH3:1])=[N:3][N:4]=1)=[O:9])[C:11]#[CH:12]. Reported procedure: A mixture of 5-methyl-1,3,4-thiadiazol-2-yl isocyanate dimer (0.05 mole), the diethyl acetal of 2-propargylaminoacetaldehyde (0.1 mole) and benzene (60 ml) are charged into a glass reaction vessel equipped with a mechanical stirrer and reflux condenser. The reaction mixture is heated at reflux for a period of about 15 minutes. After this time the mixture is stripped of benzene under reduced pressure to yield a solid product as the residue. The residue is then recrystallized to yield the desired ... The reactants are C1CCOC1, CCc1nc(SC)nc(-c2cc(Cl)cc(Cl)c2)c1C(=O)OC, CCOC(C)=O, [Li+], [OH-], O, O. RXN SMILES: [CH2:26]1[O:27][CH2:28][CH2:29][CH2:30]1.[CH3:1][O:2][C:3](=[O:4])[c:5]1[c:6](-[c:15]2[cH:16][c:17]([Cl:22])[cH:18][c:19]([Cl:21])[cH:20]2)[n:7][c:8]([S:13][CH3:14])[n:9][c:10]1[CH2:11][CH3:12].[CH3:32][CH2:33][O:34][C:35](=[O:36])[CH3:37].[Li+:25].[OH-:24].[OH2:23].[OH2:31]>>[O:2]=[C:3]([OH:4])[c:5]1[c:6](-[c:15]2[cH:16][c:17]([Cl:22])[cH:18][c:19]([Cl:21])[cH:20]2)[n:7][c:8]([S:13][CH3:14])[n:9][c:10]1[CH2:11][CH3:12]. Product: CCc1nc(SC)nc(-c2cc(Cl)cc(Cl)c2)c1C(=O)O. Reactants: COC1=NS(=O)(=O)N(C2CCCCC2)C(=O)N1, ClP(Cl)(Cl)(Cl)Cl, O=P(Cl)(Cl)Cl. Yields the product COC1=NS(=O)(=O)N(C2CCCCC2)C(Cl)=N1. RXN SMILES: [CH:1]1([N:7]2[S:8](=[O:16])(=[O:17])[N:9]=[C:10]([O:14][CH3:15])[NH:11][C:12]2=[O:13])[CH2:2][CH2:3][CH2:4][CH2:5][CH2:6]1.[Cl:18][P:19]([Cl:20])([Cl:21])([Cl:22])[Cl:23].[P:24]([Cl:25])([Cl:26])([Cl:27])=[O:28]>>[CH:1]1([N:7]2[S:8](=[O:16])(=[O:17])[N:9]=[C:10]([O:14][CH3:15])[N:11]=[C:12]2[Cl:18])[CH2:2][CH2:3][CH2:4][CH2:5][CH2:6]1.